Dataset: the Open Reaction Database (ORD), a public repository of structured organic reaction records. Task: describe an organic reaction: reactants, conditions, products, and yield The reactants are COCn1cc(C)c(=O)n(CCCCl)c1=O, CC(C)O, Cl. Product: Cc1c[nH]c(=O)n(CCCCl)c1=O. As a reaction SMILES: [CH3:1][O:2][CH2:3][n:4]1[c:5](=[O:16])[n:6]([CH2:12][CH2:13][CH2:14][Cl:15])[c:7](=[O:11])[c:8]([CH3:10])[cH:9]1.[CH:18]([OH:19])([CH3:20])[CH3:21].[ClH:17]>>[nH:4]1[c:5](=[O:16])[n:6]([CH2:12][CH2:13][CH2:14][Cl:15])[c:7](=[O:11])[c:8]([CH3:10])[cH:9]1. Yield: 196.1%. Reagents/catalysts: [OH-].[Na+] (sodium hydroxide). RXN SMILES: [CH2:1]([OH:8])[C@@H:2]([OH:7])[C@@H:3]([OH:6])[CH2:4][OH:5]>[OH-].[Na+].OCC(CO)O>[CH2:4]([OH:5])[C@@H:3]([C@@H:2]([CH2:1][OH:8])[OH:7])[OH:6].[OH:7][CH2:2][CH:3]([CH2:4][OH:5])[OH:6] |f:1.2,4.5|. The product is C([C@H](O)[C@H](O)CO)O.OCC(O)CO (Erythritol Glycerol). The solvent is OCC(O)CO (glycerol). Procedure details: 15.0 g of meso-erythritol, 15.0 g of glycerol and 0.3 g of sodium hydroxide were reacted in a nitrogen atmosphere at 240° C. and 200-230 mmHg for two hours. After-treatment was carried out in the same manner as in Example 1. 25.8 g of a colorless viscous liquid was obtained. Reaction conditions: time 2 hour. Reactants: C([C@H]([C@H](CO)O)O)O (meso-erythritol). The reactants are O(C1=CC=CC=C1)C1=CC=C(OCCO)C=C1 (2-(4-phenoxyphenoxy)-ethanol), C(CC=C)(=O)O (3-butenoic acid), N,N-dicyclohexylcarbodiimide. Reagents/catalysts: N1(CCCC1)C1=CC=NC=C1 (4-pyrrolidinopyridine). Run in ClCCl (dichloromethane). Run at time 3 hour. Product: O(C1=CC=CC=C1)C1=CC=C(OCCOC(CC=C)=O)C=C1 (3-butenoic acid 2-(4-phenoxyphenoxy)-ethyl ester). Isolated yield 89.5%. RXN SMILES: [O:1]([C:8]1[CH:17]=[CH:16][C:11]([O:12][CH2:13][CH2:14][OH:15])=[CH:10][CH:9]=1)[C:2]1[CH:7]=[CH:6][CH:5]=[CH:4][CH:3]=1.[C:18](O)(=[O:22])[CH2:19][CH:20]=[CH2:21]>ClCCl.N1(C2C=CN=CC=2)CCCC1>[O:1]([C:8]1[CH:17]=[CH:16][C:11]([O:12][CH2:13][CH2:14][O:15][C:18](=[O:22])[CH2:19][CH:20]=[CH2:21])=[CH:10][CH:9]=1)[C:2]1[CH:3]=[CH:4][CH:5]=[CH:6][CH:7]=1. Reported procedure: 0.05 g of 4-pyrrolidinopyridine and 17.25 g of 2-(4-phenoxyphenoxy)-ethanol are added at room temperature, with stirring, to a solution of 6.45 g of 3-butenoic acid in 100 ml of dichloromethane. At a temperature of 0° C., 17.0 g (82.5 mmol) of N,N-dicyclohexylcarbodiimide are then added in portions, and the reaction mixture is stirred at room temperature for 3 hours. The reaction mixture is filtered. The precipitate which has been separated off is discarded, and the filtrate is washed with water...